describe an organic reaction: reactants, conditions, products, and yield From a dataset of the Open Reaction Database (ORD), a public repository of structured organic reaction records. The reactants are [N+](=O)([O-])C1=CC=C(OC2(CCNCC2)C2=CC=CC=C2)C=C1 (4-(4-nitrophenoxy)-4-phenylpiperidine), CN=C=O (methyl isocyanate). The solvent is C1=CC=CC=C1 (benzene), C1=CC=CC=C1 (benzene). Run at time 2 hour. Product: CNC(=O)N1CCC(CC1)(C1=CC=CC=C1)OC1=CC=C(C=C1)[N+](=O)[O-] (1-(N-methylamino)carbonyl-4-(4-nitrophenoxy)-4-phenylpiperidine). Yield: 106.7%. As a reaction SMILES: [N+:1]([C:4]1[CH:22]=[CH:21][C:7]([O:8][C:9]2([C:15]3[CH:20]=[CH:19][CH:18]=[CH:17][CH:16]=3)[CH2:14][CH2:13][NH:12][CH2:11][CH2:10]2)=[CH:6][CH:5]=1)([O-:3])=[O:2].[CH3:23][N:24]=[C:25]=[O:26]>C1C=CC=CC=1>[CH3:23][NH:24][C:25]([N:12]1[CH2:11][CH2:10][C:9]([O:8][C:7]2[CH:6]=[CH:5][C:4]([N+:1]([O-:3])=[O:2])=[CH:22][CH:21]=2)([C:15]2[CH:20]=[CH:19][CH:18]=[CH:17][CH:16]=2)[CH2:14][CH2:13]1)=[O:26]. Reported procedure: To a stirred solution of 4.9 g of 4-(4-nitrophenoxy)-4-phenylpiperidine in 50 ml of benzene was added, dropwise, a solution of 0.91 g of methyl isocyanate in 15 ml of benzene. The reaction mixture was stirred at room temperature for two hours. Evaporation of the volatiles afforded a solid which was purified by means of high pressure liquid chromatography (silica gel; elution with 50% ethyl acetate/dichloromethane) to yield 6.05 g of 1-(N-methylamino)carbonyl-4-(4-nitrophenoxy)-4-phenylpiperidine... Starting materials: ClCCl, NC1CCCCC1, N#CCl, [Na+], [OH-], O, S=C=S. The product is S=C=NC1CCCCC1. RXN SMILES: [CH2:16]([Cl:17])[Cl:18].[CH:1]1([NH2:7])[CH2:2][CH2:3][CH2:4][CH2:5][CH2:6]1.[N:13]#[C:14][Cl:15].[Na+:9].[OH-:8].[OH2:19].[S:10]=[C:11]=[S:12]>>[CH:1]1([N:7]=[C:11]=[S:10])[CH2:2][CH2:3][CH2:4][CH2:5][CH2:6]1. Reactants: C(CCC)(=O)CC(=O)OCC (ethyl butyrylacetate), C(C)(=O)OC(C)=O (acetic anhydride), C(C)OC(OCC)OCC (triethylorthoformate). The product is C(C)OC=C(C(=O)OCC)C(CCC)=O (ethyl 2-(ethoxymethylene)-3-oxohexanoate). RXN SMILES: [C:1]([CH2:6][C:7]([O:9][CH2:10][CH3:11])=[O:8])(=[O:5])[CH2:2][CH2:3][CH3:4].[C:12]([O:15][C:16](=O)C)(=O)[CH3:13].C(OC(OCC)OCC)C>>[CH2:12]([O:15][CH:16]=[C:6]([C:1](=[O:5])[CH2:2][CH2:3][CH3:4])[C:7]([O:9][CH2:10][CH3:11])=[O:8])[CH3:13]. Procedure: A mixture of ethyl butyrylacetate (105.1 g), acetic anhydride (126 ml) and triethylorthoformate (117 ml) was stirred and boiled under reflux for 1.5 hours. The low boiling materials were distilled off under reduced pressure and the residue distilled under high vacuum to give ethyl 2-(ethoxymethylene)-3-oxohexanoate, b.p. 109°-120° C. (0.4 mmHg). Starting materials: C(C)(=O)O[C@@H]1[C@@H]([C@@H](SCC)O[C@@H]([C@H]1OC(C)=O)CO[Si](C)(C)C(C)(C)C)N=[N+]=[N-] (Ethyl 3,4-di-O-acetyl-2-azido-6-O-(tert-butyldimethylsilyl)-2-deoxy-1-thio-α-D -mannopyranoside). Run in C1CCOC1 (THF). Reaction conditions: time 8 hour. The product is C(C)(=O)O[C@@H]1[C@@H]([C@@H](SCC)O[C@@H]([C@H]1OC(C)=O)CO)N=[N+]=[N-] (Ethyl 3,4-di-O-acetyl-2-azido-2-deoxy-1-thio-α-D-mannopyranoside). The yield is 75.0%. RXN SMILES: [C:1]([O:4][C@H:5]1[C@H:13]([O:14][C:15](=[O:17])[CH3:16])[C@@H:12]([CH2:18][O:19][Si](C(C)(C)C)(C)C)[O:11][C@H:7]([S:8][CH2:9][CH3:10])[C@H:6]1[N:27]=[N+:28]=[N-:29])(=[O:3])[CH3:2]>C1COCC1>[C:1]([O:4][C@H:5]1[C@H:13]([O:14][C:15](=[O:17])[CH3:16])[C@@H:12]([CH2:18][OH:19])[O:11][C@H:7]([S:8][CH2:9][CH3:10])[C@H:6]1[N:27]=[N+:28]=[N-:29])(=[O:3])[CH3:2]. Reported procedure: To compound 23 (305 mg, 0.68 mmol) dissolved in THF (6 mL), TREAT-HF (0.55 ml, 3.38 mmol) was added. The mixture was stirred at rt overnight. Concentration and chromatography (10:1→0:1 toluene-EtOAc) gave 35 (171 mg, 0.51 mmol, 75%); 13C NMR δ 14.7 (SCH2CH3), 20.6, 20.8 (CH3CO), 25.4 (SCH2CH3), 61.3, 63.0, 66.6, 71.1, 71.3 (C-2-6), 82.2 (C-1), 170.0, 170.6 (CH3CO); 1H NMR δ 1.26-1.30 (t, 3H), 2.05 (s, 3H), 2.08 (s, 3H), 2.32 (s, 1H), 2.56-2.68 (m, 2H), 3.58-3.67 (m, 2H), 4.09-4.14 (m, 2H), 5.24-... Reactants: ( 2 ), C(C1=CC=CC=C1)(=O)OCCON=C(C(=O)OCC)C(C)=O (ethyl 2-(2-benzoyloxyethoxyimino)-3-oxobutyrate), S(=O)(=O)(Cl)Cl (sulfuryl chloride). Solvent: C(C)(=O)O (acetic acid). Yields the product C(C1=CC=CC=C1)(=O)OCCON=C(C(=O)OCC)C(CCl)=O (ethyl 2-(2-benzoyloxyethoxyimino)-4-chloro-3-oxobutyrate). Isolated yield 93.1%. As a reaction SMILES: [C:1]([O:9][CH2:10][CH2:11][O:12][N:13]=[C:14]([C:20](=[O:22])[CH3:21])[C:15]([O:17][CH2:18][CH3:19])=[O:16])(=[O:8])[C:2]1[CH:7]=[CH:6][CH:5]=[CH:4][CH:3]=1.S(Cl)([Cl:26])(=O)=O>C(O)(=O)C>[C:1]([O:9][CH2:10][CH2:11][O:12][N:13]=[C:14]([C:20](=[O:22])[CH2:21][Cl:26])[C:15]([O:17][CH2:18][CH3:19])=[O:16])(=[O:8])[C:2]1[CH:3]=[CH:4][CH:5]=[CH:6][CH:7]=1. Procedure details: A mixture of ethyl 2-hydroxyimino-3-oxobutyrate (syn isomer, 15.7 g.), 2-bromoethyl benzoate (27.5 g.), potassium carbonate (20.7 g.), N,N-dimethylformamide (25 ml.) and ethyl acetate (25 ml.) was stirred at room temperature for 4 hrs. The reaction mixture was treated in a conventional manner to give ethyl 2-(2-benzoyloxyethoxyimino)-3-oxobutyrate (syn isomer, 28 g.). (2) A solution of ethyl 2-(2-benzoyloxyethoxyimino)-3-oxobutyrate (syn isomer, 28 g.), sulfuryl chloride (13.5 g.) and acetic aci... Reactants: [N+](=O)([O-])C=1C(=CC(=C(C1)OCCCCCCCCCCCC)NC(C)=O)OCCCCCCCCCCCC (5-nitro-2-acetamido-1,4-didodecyloxybenzene), Cl (hydrochloric acid), [OH-].[Na+] (sodium hydroxide). Solvent: C(C)O (ethanol). Product: [N+](=O)([O-])C=1C(=CC(=C(C1)OCCCCCCCCCCCC)N)OCCCCCCCCCCCC (5-nitro-2-amino-1,4-didodecyloxybenzene). Reaction SMILES: [N+:1]([C:4]1[C:5]([O:27][CH2:28][CH2:29][CH2:30][CH2:31][CH2:32][CH2:33][CH2:34][CH2:35][CH2:36][CH2:37][CH2:38][CH3:39])=[CH:6][C:7]([NH:23]C(=O)C)=[C:8]([O:10][CH2:11][CH2:12][CH2:13][CH2:14][CH2:15][CH2:16][CH2:17][CH2:18][CH2:19][CH2:20][CH2:21][CH3:22])[CH:9]=1)([O-:3])=[O:2].Cl.[OH-].[Na+]>C(O)C>[N+:1]([C:4]1[C:5]([O:27][CH2:28][CH2:29][CH2:30][CH2:31][CH2:32][CH2:33][CH2:34][CH2:35][CH2:36][CH2:37][CH2:38][CH3:39])=[CH:6][C:7]([NH2:23])=[C:8]([O:10][CH2:11][CH2:12][CH2:13][CH2:14][CH2:15][CH2:16][CH2:17][CH2:18][CH2:19][CH2:20][CH2:21][CH3:22])[CH:9]=1)([O-:3])=[O:2] |f:2.3|. Procedure: 4.6 g of the product of Stage 4 are boiled under reflux for a few hours with 1.5 ml of concentrated hydrochloric acid in ethanol until no more starting material can be detected. The mixture is then adjusted to neutral to alkaline with strong sodium hydroxide solution and precipitated with plenty of water. The deposit is filtered under suction, washed with water, stirred with acetonitrile, refiltered under suction and dried. Reported procedure: 2-Phenyl-5,6-dihydro-pyrazolo[5,1-a]isoquinoline-1-carboxylic acid (7.48 g.) is stirred at 90° C. for three hours with 3.77 ml. of SOCl2. The thionyl chloride excess is eliminated in vacuo and the residual acid chloride is dissolved in 80 ml. of ethanol at 40°-50° C. After 15 minutes, the reaction mixture is neutralized by addition of aqueous sodium bicarbonate and the solvent is eliminated by distillation. The residue is extracted with ethyl ether and, after evaporation of the organic solution,... The product is C(C)OC(=O)C=1C(=NN2C1C1=CC=CC=C1CC2)C2=CC=CC=C2 (2-Phenyl-5,6-dihydro-pyrazolo[5,1-a]isoquinoline-1-carboxylic acid ethyl ester). Reaction SMILES: [C:1]1([C:7]2[C:19]([C:20]([OH:22])=[O:21])=[C:10]3[C:11]4[C:16]([CH2:17][CH2:18][N:9]3[N:8]=2)=[CH:15][CH:14]=[CH:13][CH:12]=4)[CH:6]=[CH:5][CH:4]=[CH:3][CH:2]=1.O=S(Cl)Cl.C(=O)(O)[O-].[Na+].[CH2:32](O)[CH3:33]>>[CH2:32]([O:21][C:20]([C:19]1[C:7]([C:1]2[CH:2]=[CH:3][CH:4]=[CH:5][CH:6]=2)=[N:8][N:9]2[CH2:18][CH2:17][C:16]3[C:11](=[CH:12][CH:13]=[CH:14][CH:15]=3)[C:10]=12)=[O:22])[CH3:33] |f:2.3|. Conditions: time 15 minute. Reactants: C1(=CC=CC=C1)C1=NN2C(C3=CC=CC=C3CC2)=C1C(=O)O (2-Phenyl-5,6-dihydro-pyrazolo[5,1-a]isoquinoline-1-carboxylic acid), acid chloride, C([O-])(O)=O.[Na+] (sodium bicarbonate), O=S(Cl)Cl (SOCl2), S(=O)(Cl)Cl (thionyl chloride), C(C)O (ethanol). The reactants are O=C([O-])O, COc1ccccc1, CCOC(=O)c1cnc(Cl)c2ccn(Cc3ccc(OC)cc3)c12, O=C(O)C(F)(F)F, [Na+], O=S(=O)(O)O. Yields the product CCOC(=O)c1cnc(Cl)c2cc[nH]c12. RXN SMILES: [C:30](=[O:31])([OH:32])[O-:33].[CH3:42][O:43][c:44]1[cH:45][cH:46][cH:47][cH:48][cH:49]1.[Cl:1][c:2]1[n:3][cH:4][c:5]([C:20](=[O:21])[O:22][CH2:23][CH3:24])[c:6]2[c:7]1[cH:8][cH:9][n:10]2[CH2:11][c:12]1[cH:13][cH:14][c:15]([O:16][CH3:17])[cH:18][cH:19]1.[F:35][C:36]([F:37])([F:38])[C:39]([OH:40])=[O:41].[Na+:34].[S:25](=[O:26])(=[O:27])([OH:28])[OH:29]>>[Cl:1][c:2]1[n:3][cH:4][c:5]([C:20](=[O:21])[O:22][CH2:23][CH3:24])[c:6]2[c:7]1[cH:8][cH:9][nH:10]2.